The task is: describe an organic reaction: reactants, conditions, products, and yield. This data is from the Open Reaction Database (ORD), a public repository of structured organic reaction records. Reactants: Cl.C(C1=CC=CC=C1)(C1=CC=CC=C1)N1CC(C1)(C(=O)N)NCCCC1=CC=CC=C1 (1-benzhydryl-3-(benzylethylamino)-azetidine-3-carboxylic acid amide hydrochloride salt). Reagents/catalysts: [OH-].[OH-].[Pd+2] (Pd(OH)2 on carbon). The solvent is CO (methanol), CO (methanol). Product: Cl.C(C)NC1(CNC1)C(=O)N (3-Ethylaminoazetidine-3-carboxylic Acid Amide, Hydrochloride Salt). RXN SMILES: [ClH:1].C([N:15]1[CH2:18][C:17]([NH:22][CH2:23][CH2:24]CC2C=CC=CC=2)([C:19]([NH2:21])=[O:20])[CH2:16]1)(C1C=CC=CC=1)C1C=CC=CC=1>CO.[OH-].[OH-].[Pd+2]>[ClH:1].[CH2:23]([NH:22][C:17]1([C:19]([NH2:21])=[O:20])[CH2:18][NH:15][CH2:16]1)[CH3:24] |f:0.1,3.4.5,6.7|. Reported procedure: To a solution of 1-benzhydryl-3-(benzylethylamino)-azetidine-3-carboxylic acid amide hydrochloride salt (I-2A-1e; 0.66 g, 1.4 mmol) in methanol (25 ml) was added 20% Pd(OH)2 on carbon (30% water; 0.13 g). The mixture was placed on a Parr® shaker and then reduced (45 psi H2) at room temperature overnight. The mixture was diluted with methanol (200 ml) filtered through a 0.45 μm filter disk, and then concentrated to a solid. The residue was triturated from diethyl ether, collected by vacuum filtra... Reactants: B(Br)(Br)Br (boron tribromide), C(C)OC(=O)C=1N(C=C(C1C1=CC=C(C=C1)C1=C(C=CC=C1)OC)C#N)C (4-cyano-3-(2′-methoxy-biphenyl-4-yl)-1-methyl-1H-pyrrole-2-carboxylic acid ethyl ester), ice water. The solvent is C(Cl)Cl (methylene chloride). Reaction conditions: time 18 hour. Product: C(C)OC(=O)C=1N(C=C(C1C1=CC=C(C=C1)C1=C(C=CC=C1)O)C#N)C (4-cyano-3(2′-hydroxy-biphenyl-4-yl)-1-methyl-1H-pyrrole-2-carboxylic acid ethyl ester). As a reaction SMILES: B(Br)(Br)Br.[CH2:5]([O:7][C:8]([C:10]1[N:11]([CH3:31])[CH:12]=[C:13]([C:29]#[N:30])[C:14]=1[C:15]1[CH:20]=[CH:19][C:18]([C:21]2[CH:26]=[CH:25][CH:24]=[CH:23][C:22]=2[O:27]C)=[CH:17][CH:16]=1)=[O:9])[CH3:6]>C(Cl)Cl>[CH2:5]([O:7][C:8]([C:10]1[N:11]([CH3:31])[CH:12]=[C:13]([C:29]#[N:30])[C:14]=1[C:15]1[CH:16]=[CH:17][C:18]([C:21]2[CH:26]=[CH:25][CH:24]=[CH:23][C:22]=2[OH:27])=[CH:19][CH:20]=1)=[O:9])[CH3:6]. Procedure details: Add boron tribromide (1.60 g, 6.39 mmol) to 4-cyano-3-(2′-methoxy-biphenyl-4-yl)-1-methyl-1H-pyrrole-2-carboxylic acid ethyl ester (2.10 g, 5.81 mmol, prepared in example E-17) in methylene chloride at 0° C. with stirring. The reaction is gradually allowed to warm to ambient temperature. After 18 hours, pour the reaction mixture into ice-water and extract with methylene chloride. Combine the organic extracts, wash with water and brine, dry over anhydrous magnesium sulfate, filter and concentrate... Starting materials: O=C=NC(=O)c1c(Cl)cccc1Cl, Nc1ccc(Cl)c(Cl)c1, c1ccccc1. The product is O=C(NC(=O)c1c(Cl)cccc1Cl)Nc1ccc(Cl)c(Cl)c1. Reaction SMILES: [Cl:1][c:2]1[c:3]([C:4](=[O:5])[N:6]=[C:7]=[O:8])[c:9]([Cl:13])[cH:10][cH:11][cH:12]1.[NH2:14][c:15]1[cH:16][cH:17][c:18]([Cl:19])[c:20]([Cl:21])[cH:22]1.[cH:23]1[cH:24][cH:25][cH:26][cH:27][cH:28]1>>[Cl:1][c:2]1[c:3]([C:4](=[O:5])[NH:6][C:7](=[O:8])[NH:14][c:15]2[cH:16][cH:17][c:18]([Cl:19])[c:20]([Cl:21])[cH:22]2)[c:9]([Cl:13])[cH:10][cH:11][cH:12]1. Reactants: C=Cn1ccnc1C(O)(c1ccccc1)c1ccc(C(C)(C)C)cc1, CCOCC, [K+], O=[Mn](=O)(=O)[O-]. Product: CC(C)(C)c1ccc(C(O)(c2ccccc2)c2ncc[nH]2)cc1. RXN SMILES: [C:1]([CH3:2])([CH3:3])([CH3:4])[c:5]1[cH:6][cH:7][c:8]([C:11]([OH:12])([c:13]2[n:14]([CH:18]=[CH2:19])[cH:15][cH:16][n:17]2)[c:20]2[cH:21][cH:22][cH:23][cH:24][cH:25]2)[cH:9][cH:10]1.[CH3:32][CH2:33][O:34][CH2:35][CH3:36].[K+:31].[Mn:26]([O-:27])(=[O:28])(=[O:29])=[O:30]>>[C:1]([CH3:2])([CH3:3])([CH3:4])[c:5]1[cH:6][cH:7][c:8]([C:11]([OH:12])([c:13]2[nH:14][cH:15][cH:16][n:17]2)[c:20]2[cH:21][cH:22][cH:23][cH:24][cH:25]2)[cH:9][cH:10]1. The reactants are C(C)C1=NC=2C(NC(=CC2C)C(=O)OC)=N1 (methyl 2-ethyl-7-methylimidazo[4,5-b]pyridine-5-carboxylate), [H-].[Na+] (NaH), BrCC1=CC(=C(OC(C(=O)OC(C)(C)C)C2=CC=CC=C2)C=C1)CCC (tert-butyl 2-(4-bromomethyl-2-propylphenoxy)-2-phenylacetate), C(C)C1=NC=2C(NC(=CC2C)C(=O)OC)=N1 (methyl 2-ethyl-7-methylimidazo[4,5-b]pyridine-5-carboxylate), oil, CCOC(=O)C (EtOAc). The solvent is CN(C)C=O (DMF). Run at time 5 minute. Yields the product C(=O)(OC(C)(C)C)C(OC1=C(C=C(C=C1)CN1C(=NC=2C1=NC(=CC2C)C(=O)OC)CC)CCC)C2=CC=CC=C2 (3-[4-(1-carbo-tert-butoxy-1-phenylmethoxy)-3-propylphenylmethyl]-5-carbomethoxy-2-ethyl-7-methyl-3H-imidazo[4,5-b]pyridine). Isolated yield 60.0%. As a reaction SMILES: [CH2:1]([C:3]1[N:16]=[C:6]2[NH:7][C:8]([C:12]([O:14][CH3:15])=[O:13])=[CH:9][C:10]([CH3:11])=[C:5]2[N:4]=1)[CH3:2].[H-].[Na+].Br[CH2:20][C:21]1[CH:41]=[CH:40][C:24]([O:25][CH:26]([C:34]2[CH:39]=[CH:38][CH:37]=[CH:36][CH:35]=2)[C:27]([O:29][C:30]([CH3:33])([CH3:32])[CH3:31])=[O:28])=[C:23]([CH2:42][CH2:43][CH3:44])[CH:22]=1.CCOC(C)=O>CN(C=O)C>[C:27]([CH:26]([C:34]1[CH:39]=[CH:38][CH:37]=[CH:36][CH:35]=1)[O:25][C:24]1[CH:40]=[CH:41][C:21]([CH2:20][N:16]2[C:6]3=[N:7][C:8]([C:12]([O:14][CH3:15])=[O:13])=[CH:9][C:10]([CH3:11])=[C:5]3[N:4]=[C:3]2[CH2:1][CH3:2])=[CH:22][C:23]=1[CH2:42][CH2:43][CH3:44])([O:29][C:30]([CH3:31])([CH3:32])[CH3:33])=[O:28] |f:1.2|. Reported procedure: To a 25 mL round bottom flask were placed 41.8 mg (0.19 mmol) of methyl 2-ethyl-7-methylimidazo[4,5-b]pyridine-5-carboxylate (the product of Step G of this Example) and a 60% oil dispersion of NaH (5 mg, 0.21 mmol). The flask was evacuated and filled with nitrogen. Dry DMF (2 mL) was added to the mixture dropwise at 0° C. The solution was stirred at rt for 5 minutes. To the solution was added 80 mg (0.19 mmol) of tert-butyl 2-(4-bromomethyl-2-propyl- phenoxy)-2-phenylacetate (Step O) in dry DMF ... Starting materials: [Si](C)(C)(C(C)(C)C)O[C@@H](CC(=O)OC)CC[C@]1(O[C@H](O[C@H]1C=C)C1=CC=CC=C1)C (Methyl (3R)-3-{[tert-butyl(dimethyl)silyl]oxy}-5-[(2S,4R,5S)-4-methyl-2-phenyl-5-vinyl-1,3-dioxolan-4-yl]pentanoate), [OH-].[Li+] (lithium hydroxide), Cl (hydrochloric acid). The solvent is C1CCOC1 (THF), CO (methanol), O (water). The product is [Si](C)(C)(C(C)(C)C)O[C@@H](CC(=O)O)CC[C@]1(O[C@H](O[C@H]1C=C)C1=CC=CC=C1)C ((3R)-3-{[tert-butyl(dimethyl)silyl]oxy}-5-[(2S,4R,5S)-4-methyl-2-phenyl-5-vinyl-1,3-dioxolan-4-yl]pentanoic acid). Yield: 99.8%. RXN SMILES: [Si:1]([O:8][C@H:9]([CH2:15][CH2:16][C@:17]1([CH3:30])[C@H:21]([CH:22]=[CH2:23])[O:20][C@H:19]([C:24]2[CH:29]=[CH:28][CH:27]=[CH:26][CH:25]=2)[O:18]1)[CH2:10][C:11]([O:13]C)=[O:12])([C:4]([CH3:7])([CH3:6])[CH3:5])([CH3:3])[CH3:2].[OH-].[Li+].Cl>C1COCC1.CO.O>[Si:1]([O:8][C@H:9]([CH2:15][CH2:16][C@:17]1([CH3:30])[C@H:21]([CH:22]=[CH2:23])[O:20][C@H:19]([C:24]2[CH:25]=[CH:26][CH:27]=[CH:28][CH:29]=2)[O:18]1)[CH2:10][C:11]([OH:13])=[O:12])([C:4]([CH3:5])([CH3:6])[CH3:7])([CH3:3])[CH3:2] |f:1.2|. Procedure: Methyl (3R)-3-{[tert-butyl(dimethyl)silyl]oxy}-5-[(2S,4R,5S)-4-methyl-2-phenyl-5-vinyl-1,3-dioxolan-4-yl]pentanoate (14.6 g, 33.6 mmol) was dissolved in a mixed solution of THF (140 ml)-methanol (140 ml)-water (70.0 ml) and anhydrous lithium hydroxide (4.02 g, 168 mmol) was added. The reaction solution was stirred at room temperature for four and a half hours. The reaction solution was poured into 0.5N hydrochloric acid, which was then extracted with ethyl acetate. After the organic layer was wa...